This data is from the Open Reaction Database (ORD), a public repository of structured organic reaction records. The task is: describe an organic reaction: reactants, conditions, products, and yield Starting materials: O (water), C(C)(C)(C)OC(NC1=C(C=CC(=C1)N1S(CCC1)(=O)=O)C(=O)N1CCN(CC1)C1=C(C=C(C=C1)C)C)=O ({2-[4-(2,4-dimethylphenyl)piperazine-1-carbonyl]-5-(1,1-dioxo-1λ6-isothiazolidin-2-yl)phenyl}carbamic acid tert-butyl ester), CI (Methyl iodide), [H-].[Na+] (sodium hydride). The solvent is CN(C=O)C (N,N-dimethylformamide). Reaction conditions: time 10 minute. Yields the product CC1=C(C=CC(=C1)C)N1CCN(CC1)C(=O)C1=C(C=C(C=C1)N1S(CCC1)(=O)=O)NC ([4-(2,4-dimethylphenyl)piperazin-1-yl][4-(1,1-dioxo-1λ6-isothiazolidin-2-yl)-2-(methylamino)phenyl]methanone). The yield is 7.2%. Reaction SMILES: C(O[C:6](=O)[NH:7][C:8]1[CH:13]=[C:12]([N:14]2[CH2:18][CH2:17][CH2:16][S:15]2(=[O:20])=[O:19])[CH:11]=[CH:10][C:9]=1[C:21]([N:23]1[CH2:28][CH2:27][N:26]([C:29]2[CH:34]=[CH:33][C:32]([CH3:35])=[CH:31][C:30]=2[CH3:36])[CH2:25][CH2:24]1)=[O:22])(C)(C)C.[H-].[Na+].CI.O>CN(C)C=O>[CH3:36][C:30]1[CH:31]=[C:32]([CH3:35])[CH:33]=[CH:34][C:29]=1[N:26]1[CH2:25][CH2:24][N:23]([C:21]([C:9]2[CH:10]=[CH:11][C:12]([N:14]3[CH2:18][CH2:17][CH2:16][S:15]3(=[O:20])=[O:19])=[CH:13][C:8]=2[NH:7][CH3:6])=[O:22])[CH2:28][CH2:27]1 |f:1.2|. Reported procedure: [2-Amino-4-(1,1-dioxo-1λ6-isothiazolidin-2-yl)phenyl][4-(2,4-dimethylphenyl)piperazin-1-yl]methanone (210 mg) described in Example 103 was dissolved in dichloromethane (2 mL), 4-dimethylaminopyridine (0.3 mg) and di-tert-butyl dicarbonate (110 mg) were added, and the mixture was stirred at room temperature. After completion of the reaction, the solvent was evaporated, and the obtained residue was purified by column chromatography (chloroform:methanol) to give {2-[4-(2,4-dimethylphenyl)piperazine... The reactants are BrC1=CC=C(C=C1)NS(=O)C (N-(4-bromophenyl)methanesulfinamide), C(C)(C)N (isopropylamine), Intermediate 3. Yields the product BrC1=CC=C(C=C1)N=S(=O)(NC(C)C)C (N′-(4-Bromophenyl)-N-(propan-2-yl)-methanesulfonimidamide). As a reaction SMILES: [Br:1][C:2]1[CH:7]=[CH:6][C:5]([NH:8][S:9]([CH3:11])=[O:10])=[CH:4][CH:3]=1.[CH:12]([NH2:15])([CH3:14])[CH3:13]>>[Br:1][C:2]1[CH:7]=[CH:6][C:5]([N:8]=[S:9]([CH3:11])([NH:15][CH:12]([CH3:14])[CH3:13])=[O:10])=[CH:4][CH:3]=1. Procedure details: The title compound is prepared from N-(4-bromophenyl)methanesulfinamide and isopropylamine following a procedure analogous to that described for Intermediate 3 (Step 2). LC (method 1): tR=0.96 min; Mass spectrum (ESI+): m/z=291, 293 [M+H]+. The reactants are Cl, NO, c1ccncc1, O=Cc1cccc2cc[nH]c12. Yields the product ON=Cc1cccc2cc[nH]c12. As a reaction SMILES: [ClH:1].[NH2:2][OH:3].[cH:15]1[cH:16][cH:17][n:18][cH:19][cH:20]1.[nH:4]1[cH:5][cH:6][c:7]2[cH:8][cH:9][cH:10][c:11]([CH:13]=[O:14])[c:12]12>>[N:2]([OH:3])=[CH:13][c:11]1[cH:10][cH:9][cH:8][c:7]2[cH:6][cH:5][nH:4][c:12]21.